From a dataset of the Open Reaction Database (ORD), a public repository of structured organic reaction records. describe an organic reaction: reactants, conditions, products, and yield Starting materials: C(C1=CC=CC=C1)N1N=CC(=C(C1=O)Br)Br (2-benzyl-4,5-dibromo-3(2H)-pyridazinone), FC(CN1N=CC(=C(C1=O)Br)Br)(F)F (2-(2,2,2-trifluoroethyl)-4,5-dibromo-3(2H)-pyridazinone). Run in CO (methanol). Product: C(C1=CC=CC=C1)N1N=CC(=C(C1=O)OC)Br (2-Benzyl-4-methoxy-5-bromo-3(2H)-pyridazinone). As a reaction SMILES: [CH2:1]([N:8]1[C:13](=[O:14])[C:12](Br)=[C:11]([Br:16])[CH:10]=[N:9]1)[C:2]1[CH:7]=[CH:6][CH:5]=[CH:4][CH:3]=1.FC(F)(F)CN1[C:25](=[O:26])C(Br)=C(Br)C=N1>CO>[CH2:1]([N:8]1[C:13](=[O:14])[C:12]([O:26][CH3:25])=[C:11]([Br:16])[CH:10]=[N:9]1)[C:2]1[CH:7]=[CH:6][CH:5]=[CH:4][CH:3]=1. Procedure: 2-Benzyl-4-methoxy-5-bromo-3(2H)-pyridazinone is prepared according to the method of Example 83B starting with 2-benzyl-4,5-dibromo-3(2H)-pyridazinone, in place of 2-(2,2,2-trifluoroethyl)-4,5-dibromo-3(2H)-pyridazinone and substituting methanol in place of isopropanol. Starting materials: CC(=O)O, CCOC(C)=O, CCCc1c(N)c([N+](=O)[O-])cc2c(=O)cc(C(=O)OC)oc12. Yields the product CCCc1c(N)c(N)cc2c(=O)cc(C(=O)OC)oc12. As a reaction SMILES: [CH3:23][C:24](=[O:25])[OH:26].[CH3:27][CH2:28][O:29][C:30](=[O:31])[CH3:32].[NH2:1][c:2]1[c:3]([CH2:20][CH2:21][CH3:22])[c:4]2[c:5]([c:6](=[O:14])[cH:7][c:8]([C:10](=[O:11])[O:12][CH3:13])[o:9]2)[cH:15][c:16]1[N+:17]([O-:18])=[O:19]>>[NH2:1][c:2]1[c:3]([CH2:20][CH2:21][CH3:22])[c:4]2[c:5]([c:6](=[O:14])[cH:7][c:8]([C:10](=[O:11])[O:12][CH3:13])[o:9]2)[cH:15][c:16]1[NH2:17]. The reactants are CO, COc1cc(C(N)=O)c([N+](=O)[O-])cc1OCCCN1CCCC1, Cl, [Fe]. The product is COc1cc(C(N)=O)c(N)cc1OCCCN1CCCC1, Cl. RXN SMILES: [CH3:25][OH:26].[CH3:2][O:3][c:4]1[c:5]([O:16][CH2:17][CH2:18][CH2:19][N:20]2[CH2:21][CH2:22][CH2:23][CH2:24]2)[cH:6][c:7]([N+:13]([O-:14])=[O:15])[c:8]([C:9](=[O:10])[NH2:11])[cH:12]1.[ClH:1].[Fe:27]>>[CH3:2][O:3][c:4]1[c:5]([O:16][CH2:17][CH2:18][CH2:19][N:20]2[CH2:21][CH2:22][CH2:23][CH2:24]2)[cH:6][c:7]([NH2:13])[c:8]([C:9](=[O:10])[NH2:11])[cH:12]1.[ClH:1]. The reactants are Cl.C1=C(C=CC2=CC=CC=C12)OCC=1C=C(N)C=CC1 (3-(naphth-2-yloxymethyl)aniline hydrochloride), C(#N)NC(=N)N (cyanoguanidine), CC(=O)C (acetone). Product: Cl.C1=C(C=CC2=CC=CC=C12)OCC=1C=C(C=CC1)N1C(=NC(=NC1(C)C)N)N (1-[3-(naphth-2-yloxymethyl)phenyl]-2,4-diamino-6,6-dimethyl-1,6-dihydro-1,3,5-triazine hydrochloride). Reaction SMILES: [ClH:1].[CH:2]1[C:11]2[C:6](=[CH:7][CH:8]=[CH:9][CH:10]=2)[CH:5]=[CH:4][C:3]=1[O:12][CH2:13][C:14]1[CH:15]=[C:16]([CH:18]=[CH:19][CH:20]=1)[NH2:17].[C:21]([NH:23][C:24]([NH2:26])=[NH:25])#[N:22].[CH3:27][C:28]([CH3:30])=O>>[ClH:1].[CH:2]1[C:11]2[C:6](=[CH:7][CH:8]=[CH:9][CH:10]=2)[CH:5]=[CH:4][C:3]=1[O:12][CH2:13][C:14]1[CH:15]=[C:16]([N:17]2[C:28]([CH3:30])([CH3:27])[N:25]=[C:24]([NH2:26])[N:23]=[C:21]2[NH2:22])[CH:18]=[CH:19][CH:20]=1 |f:0.1,4.5|. Procedure details: This compound was prepared in a manner analogous to that of Step C of Example 3, using 0.42 gram (0.005 mole) of 3-(naphth-2-yloxymethyl)aniline hydrochloride and 0.33 gram (0.005 mole) of cyanoguanidine in 100 mL of acetone. The solid product was recrystallized from water, yielding 1.54 grams of 1-[3-(naphth-2-yloxymethyl)phenyl]-2,4-diamino-6,6-dimethyl-1,6-dihydro-1,3,5-triazine hydrochloride, mp 172°-174° C. The NMR spectrum was consistent with the proposed structure. Starting materials: BrC1=CC2=C(C=3N=C(SC3CCO2)C=2N(N=CN2)C(C)C)C=C1 (8-bromo-2-(2-isopropyl-2H-[1,2,4]triazol-3-yl)-4,5-dihydro-6-oxa-3-thia-1-aza-benzo[e]azulene), CC(CN1N=CC(=C1)B1OC(C(O1)(C)C)(C)C)(C)O (2-methyl-1-(4-(4,4,5,5-tetramethyl-1,3,2-dioxaborolan-2-yl)-1H-pyrazol-1-yl)propan-2-ol). The product is C(C)(C)N1N=CN=C1C=1SC=2CCOC3=C(C2N1)C=CC(=C3)C=3C=NN(C3)CC(C)(O)C (1-{4-[2-(2-Isopropyl-2H-[1,2,4]triazol-3-yl)-4,5-dihydro-6-oxa-3-thia-1-aza-benzo[e]azulen-8-yl]-pyrazol-1-yl}-2-methyl-propan-2-ol). Reaction SMILES: Br[C:2]1[CH:23]=[CH:22][C:5]2[C:6]3[N:7]=[C:8]([C:14]4[N:15]([CH:19]([CH3:21])[CH3:20])[N:16]=[CH:17][N:18]=4)[S:9][C:10]=3[CH2:11][CH2:12][O:13][C:4]=2[CH:3]=1.[CH3:24][C:25]([OH:42])([CH3:41])[CH2:26][N:27]1[CH:31]=[C:30](B2OC(C)(C)C(C)(C)O2)[CH:29]=[N:28]1>>[CH:19]([N:15]1[C:14]([C:8]2[S:9][C:10]3[CH2:11][CH2:12][O:13][C:4]4[CH:3]=[C:2]([C:30]5[CH:29]=[N:28][N:27]([CH2:26][C:25]([CH3:41])([OH:42])[CH3:24])[CH:31]=5)[CH:23]=[CH:22][C:5]=4[C:6]=3[N:7]=2)=[N:18][CH:17]=[N:16]1)([CH3:21])[CH3:20]. Procedure details: Similar to as described in General Procedure C, 8-Bromo-2-(2-isopropyl-2H-[1,2,4]triazol-3-yl)-4,5-dihydro-6-oxa-3-thia-1-aza-benzo[e]azulene 27 was reacted with 2-methyl-1-(4-(4,4,5,5-tetramethyl-1,3,2-dioxaborolan-2-yl)-1H-pyrazol-1-yl)propan-2-ol. Purification of the crude reaction mixture by reverse phase HPLC gave 367. LCMS: 451.1